From a dataset of the Open Reaction Database (ORD), a public repository of structured organic reaction records. describe an organic reaction: reactants, conditions, products, and yield The reactants are C(N)(=O)SC1=CC(=C(C=C1)NC(=S)NC(=O)OC)[N+](=O)[O-] (4-carbamoylthio-1-(3-methoxycarbonyl-2-thioureido)-2-nitrobenzene), CO (methanol), ferrous sulfate. The reagents and catalysts are [Fe] (iron). Run in O (water). The product is NC1=C(C=CC(=C1)SC(N)=O)NC(=S)NC(=O)OC (2-amino-4-carbamoylthio-1-(3-methoxycarbonyl-2-thioureido)-benzene). RXN SMILES: [C:1]([S:4][C:5]1[CH:10]=[CH:9][C:8]([NH:11][C:12]([NH:14][C:15]([O:17][CH3:18])=[O:16])=[S:13])=[C:7]([N+:19]([O-])=O)[CH:6]=1)(=[O:3])[NH2:2].CO>[Fe].O>[NH2:19][C:7]1[CH:6]=[C:5]([S:4][C:1](=[O:3])[NH2:2])[CH:10]=[CH:9][C:8]=1[NH:11][C:12]([NH:14][C:15]([O:17][CH3:18])=[O:16])=[S:13]. Procedure: 1.5 G. of 4-carbamoylthio-1-(3-methoxycarbonyl-2-thioureido)-2-nitrobenzene is treated for four hours in a refluxing mixture of 160 ml. methanol and 40 ml. water and with 4 g. iron powder (added in two portions) and 1 g. ferrous sulfate. The mixture is filtered, and the filtrate concentrated. The residue is dissolved in chloroform and washed with water, then the solvent evaporated affording 2-amino-4-carbamoylthio-1-(3-methoxycarbonyl-2-thioureido)-benzene. The reactants are C1(=CC=CC=C1)[C@@H](C)NCC(=O)O ((1-(R)-phenyl-ethylamino)-acetic acid), C(C)OC(N(CC=O)CC=C)=O (allyl-(2-oxo-ethyl)-carbamic acid ethyl ester). Solvent: C1(=CC=CC=C1)C (toluene), C1(=CC=CC=C1)C (toluene), CO (methanol), CO (methanol). Reaction conditions: temperature 90 celsius, time 14 hour. Product: C1(=CC=CC=C1)[C@@H](C)N1CCC2C1CN(C2)C(=O)OCC (Ethyl 1-((R)-1-phenylethyl)hexahydropyrrolo[2,3-c]pyrrole-5(1H)-carboxylate). Yield: 100.0%. As a reaction SMILES: [C:1]1([C@H:7]([NH:9][CH2:10]C(O)=O)[CH3:8])[CH:6]=[CH:5][CH:4]=[CH:3][CH:2]=1.[CH2:14]([O:16][C:17](=[O:25])[N:18]([CH2:22][CH:23]=[CH2:24])[CH2:19][CH:20]=O)[CH3:15]>C1(C)C=CC=CC=1.CO>[C:1]1([C@H:7]([N:9]2[CH:20]3[CH2:19][N:18]([C:17]([O:16][CH2:14][CH3:15])=[O:25])[CH2:22][CH:23]3[CH2:24][CH2:10]2)[CH3:8])[CH:6]=[CH:5][CH:4]=[CH:3][CH:2]=1. Reported procedure: A solution of (1-(R)-phenyl-ethylamino)-acetic acid (25.6 g) in 384 mL of toluene was heated to 90° C. To this 170 g (1.1 equivalents) of a 15.84 wt. % solution of allyl-(2-oxo-ethyl)-carbamic acid ethyl ester (U.S. Pat. No. 5,071,999) in toluene, was added over 20 minutes and the mixture was stirred at 90° C. for 14 hours then at 95° C. for 12 hours. After cooling, the product was extracted with 2×115 g of 20% citric acid solution. The citric acid solution was diluted with 205 mL of isopropyl a... Starting materials: CN(C=O)C (Dimethylformamide), COC(=O)C1=CC=C(C=C1)C(CC(=O)C1=CC=C(C=C1)OCCCCC)=O (1-(4-methoxycarbonylphenyl)-3-(4-pentyloxyphenyl)propane-1,3-dione), C(=O)[O-].[NH4+] (ammonium formate), C(C)(=O)OCC (ethyl acetate). Solvent: O (water). Run at time 5 hour. Yields the product NC(=CC(C1=CC=C(C=C1)OCCCCC)=O)C1=CC=C(C=C1)C(=O)OC (1-amino-1-(4-methoxycarbonylphenyl)-3-oxo-3-(4-pentyloxyphenyl)-1-propene). Reaction SMILES: C[N:2](C)C=O.[CH3:6][O:7][C:8]([C:10]1[CH:15]=[CH:14][C:13]([C:16](=O)[CH2:17][C:18]([C:20]2[CH:25]=[CH:24][C:23]([O:26][CH2:27][CH2:28][CH2:29][CH2:30][CH3:31])=[CH:22][CH:21]=2)=[O:19])=[CH:12][CH:11]=1)=[O:9].C([O-])=O.[NH4+].C(OCC)(=O)C>O>[NH2:2][C:16]([C:13]1[CH:14]=[CH:15][C:10]([C:8]([O:7][CH3:6])=[O:9])=[CH:11][CH:12]=1)=[CH:17][C:18](=[O:19])[C:20]1[CH:25]=[CH:24][C:23]([O:26][CH2:27][CH2:28][CH2:29][CH2:30][CH3:31])=[CH:22][CH:21]=1 |f:2.3|. Reported procedure: Dimethylformamide (123 l), 1-(4-methoxycarbonylphenyl)-3-(4-pentyloxyphenyl)propane-1,3-dione (24.5 kg) and ammonium formate (21.0 kg) were charged in 2000-liter reactor at room temperature and heated, and a reaction was carried out at the inner temperature of 100 to 105° C. for 5 hours. After completion of the reaction, the mixture was cooled down to room temperature, ethyl acetate (613 l) and water (613 l) were added, the mixture was stirred, and an ethyl acetate layer was separated, and then ... Starting materials: C(C)O (ethanol), CCN(C(C)C)C(C)C (DIPEA), ClC1=C(C(=O)O)C=CN=C1 (3-chloro-isonicotinic acid). The solvent is S(=O)(Cl)Cl (thionyl chloride). Conditions: time 18 hour. The product is C(C)OC(C1=C(C=NC=C1)Cl)=O (3-Chloro-isonicotinic acid ethyl ester). The yield is 94.0%. As a reaction SMILES: [Cl:1][C:2]1[CH:10]=[N:9][CH:8]=[CH:7][C:3]=1[C:4]([OH:6])=[O:5].[CH2:11](O)[CH3:12].CCN(C(C)C)C(C)C>S(Cl)(Cl)=O>[CH2:11]([O:5][C:4](=[O:6])[C:3]1[CH:7]=[CH:8][N:9]=[CH:10][C:2]=1[Cl:1])[CH3:12]. Reported procedure: A suspension of 3-chloro-isonicotinic acid (1.0 g, 6.35 mmol) in thionyl chloride (10 ml) was heated under reflux for 2.5 hours. After cooling to ambient temperature, the solution was concentrated to dryness and then azeotroped with toluene (10 ml) to afford an oil. The resultant oil was added dropwise over 10 minutes to a cooled (0° C.) solution of ethanol (15 ml) and DIPEA (5 ml). The reaction was stirred at room temperature for 18 hours then concentrated in vacuo before water (20 ml) was adde... Reactants: NC=1C=CC(=C(C1)O)C (5-amino-2-methylphenol), S1C(=CC=C1)C=O (2-thiophenecarboxaldehyde), C(C)(=O)[O-].[Na+] (sodium acetate), [BH4-].[Na+] (sodium borohydride). Run in CO (methanol). Conditions: time 15 minute. The product is CC1=C(C=C(C=C1)N(C)C=1SC=CC1)O (2-methyl-5-(thiophen-2-yl-methylamino)phenol). Isolated yield 32.5%. Reaction SMILES: [NH2:1][C:2]1[CH:3]=[CH:4][C:5]([CH3:9])=[C:6]([OH:8])[CH:7]=1.[S:10]1[CH:14]=[CH:13][CH:12]=[C:11]1C=O.[C:17]([O-])(=O)C.[Na+].[BH4-].[Na+]>CO>[CH3:9][C:5]1[CH:4]=[CH:3][C:2]([N:1]([C:11]2[S:10][CH:14]=[CH:13][CH:12]=2)[CH3:17])=[CH:7][C:6]=1[OH:8] |f:2.3,4.5|. Reported procedure: To a solution of 5-amino-2-methylphenol (12.30 g, 100 mmole) in methanol (100 mL) at 4° C. was added 2-thiophenecarboxaldehyde (16.82 g, 150 mmole) and sodium acetate (16.41 g, 200 mmole). The reaction mixture was stirred for 15 minutes and sodium borohydride (4.73 g, 125 mmole) was added portionwise over 1 hour at 4° C. After the addition was complete, the reaction was allowed to stir for an additional 1.5 hours. The reaction mixture was poured onto crushed ice slurry (200 g) and the resulting ...